From a dataset of the Open Reaction Database (ORD), a public repository of structured organic reaction records. describe an organic reaction: reactants, conditions, products, and yield Reactants: ClC1=CC(=C(C=O)C=C1)F (4-chloro-2-fluorobenzaldehyde), O.NN (hydrazine monohydrate). Solvent: CC(=O)N(C)C (DMA). Conditions: time 30 minute. Yields the product ClC1=CC=C2C=NNC2=C1 (6-chloro-1H-indazole). RXN SMILES: [Cl:1][C:2]1[CH:9]=[CH:8][C:5]([CH:6]=O)=[C:4](F)[CH:3]=1.O.[NH2:12][NH2:13]>CC(N(C)C)=O>[Cl:1][C:2]1[CH:3]=[C:4]2[C:5]([CH:6]=[N:12][NH:13]2)=[CH:8][CH:9]=1 |f:1.2|. Reported procedure: A DMA (250 mL) solution containing 4-chloro-2-fluorobenzaldehyde (50 g, 315 mmol) and hydrazine monohydrate (230 mL, 4730 mmol) was stirred for 30 minutes at room temperature. The solution was then stirred at 100° C. for 17 hours. The reaction mixture, which was a thick white slurry, was cooled to room temperature. The solid was collected by filtration, washed with water and dried under vacuum to give the indicated product. Starting materials: ClCCCN1C(OC2=C1C=CC(=C2)[N+](=O)[O-])=O (3-(3-chloro-propyl)-6-nitro-3H-benzoxazol-2-one), CN1CC(CCC1)O (1-methyl-piperidin-3-ol). Product: CN1CC(CCC1)OC(=O)N1CCCOC2=C1C=CC(=C2)[N+](=O)[O-] (3-Nitro-7,8-dihydro-6H-5-oxa-9-aza-benzocycloheptene-9-carboxylic acid 1-methyl-piperidin-3-yl ester), oil. The yield is 53.0%. As a reaction SMILES: Cl[CH2:2][CH2:3][CH2:4][N:5]1[C:9]2[CH:10]=[CH:11][C:12]([N+:14]([O-:16])=[O:15])=[CH:13][C:8]=2[O:7][C:6]1=[O:17].[CH3:18][N:19]1[CH2:24][CH2:23][CH2:22][CH:21]([OH:25])[CH2:20]1>>[CH3:18][N:19]1[CH2:24][CH2:23][CH2:22][CH:21]([O:25][C:6]([N:5]2[C:9]3[CH:10]=[CH:11][C:12]([N+:14]([O-:16])=[O:15])=[CH:13][C:8]=3[O:7][CH2:2][CH2:3][CH2:4]2)=[O:17])[CH2:20]1. Procedure: 3-Nitro-7,8-dihydro-6H-5-oxa-9-aza-benzocycloheptene-9-carboxylic acid 1-methyl-piperidin-3-yl ester was prepared from 3-(3-chloro-propyl)-6-nitro-3H-benzoxazol-2-one and 1-methyl-piperidin-3-ol in an analogous manner to Example 1426a. Product isolated as a yellow oil (420 mg, 53%). LCMS (m/e) 336 (M+H); 1H-NMR (CDCl3, 400 MHz) δ 7.89-7.80 (m, 2H), 7.58-7.44 (m, 1H), 4.92-4.81 (m, 1H), 4.30-4.18 (m, 2H), 3.98-3.72 (m, 2H), 2.82-2.71 (m, 1H), 2.56-2.45 (m, 1H), 2.27 (s, 3H), 2.27-2.07 (m, 4H), 1.... The reactants are N#Cc1nc(-c2cc(Cl)cc(Cl)c2Cl)c(N)nc1N, CC(C)C[AlH]CC(C)C, CO, Cc1ccccc1. The product is Nc1nc(N)c(-c2cc(Cl)cc(Cl)c2Cl)nc1CO. As a reaction SMILES: [C:10](#[N:11])[c:12]1[n:13][c:14](-[c:20]2[c:21]([Cl:28])[c:22]([Cl:27])[cH:23][c:24]([Cl:26])[cH:25]2)[c:15]([NH2:19])[n:16][c:17]1[NH2:18].[CH3:1][CH:2]([CH2:3][AlH:4][CH2:5][CH:6]([CH3:7])[CH3:8])[CH3:9].[CH3:29][OH:30].[CH3:31][c:32]1[cH:33][cH:34][cH:35][cH:36][cH:37]1>>[CH2:10]([c:12]1[n:13][c:14](-[c:20]2[c:21]([Cl:28])[c:22]([Cl:27])[cH:23][c:24]([Cl:26])[cH:25]2)[c:15]([NH2:19])[n:16][c:17]1[NH2:18])[OH:30]. Starting materials: COC=1C(=CC2=CC(=CC=C2C1)C1=CC(=CC=C1)OC)C(=O)NC (3-methoxy-7-(3-methoxyphenyl)-N-methyl-2-naphthamide), B(Br)(Br)Br (boron tribromide). Yields the product OC=1C(=CC2=CC(=CC=C2C1)C1=CC(=CC=C1)O)C(=O)NC (3-Hydroxy-7-(3-hydroxyphenyl)-N-methyl-2-naphthamide). RXN SMILES: C[O:2][C:3]1[C:4]([C:21]([NH:23][CH3:24])=[O:22])=[CH:5][C:6]2[C:11]([CH:12]=1)=[CH:10][CH:9]=[C:8]([C:13]1[CH:18]=[CH:17][CH:16]=[C:15]([O:19]C)[CH:14]=1)[CH:7]=2.B(Br)(Br)Br>>[OH:2][C:3]1[C:4]([C:21]([NH:23][CH3:24])=[O:22])=[CH:5][C:6]2[C:11]([CH:12]=1)=[CH:10][CH:9]=[C:8]([C:13]1[CH:18]=[CH:17][CH:16]=[C:15]([OH:19])[CH:14]=1)[CH:7]=2. Reported procedure: The compound is prepared by reaction of 3-methoxy-7-(3-methoxyphenyl)-N-methyl-2-naphthamide (93 mg, 0.29 mol, 1 eq) with boron tribromide solution (5.5 ml, 5.5 mmol, 19 eq) according to method G. Purification was not necessary. The desired product was obtained in quantitative yield.